From a dataset of the Open Reaction Database (ORD), a public repository of structured organic reaction records. describe an organic reaction: reactants, conditions, products, and yield Starting materials: C#Cc1c(C#N)ncn1C1OC(CO)C(O)C1O, CO, N, OO. The product is C#Cc1c(C(N)=O)ncn1C1OC(CO)C(O)C1O. RXN SMILES: [C:1](#[CH:2])[c:3]1[c:4]([C:17]#[N:18])[n:5][cH:6][n:7]1[CH:8]1[CH:9]([OH:10])[CH:11]([OH:12])[CH:13]([CH2:15][OH:16])[O:14]1.[CH3:22][OH:23].[NH3:21].[OH:19][OH:20]>>[C:1](#[CH:2])[c:3]1[c:4]([C:17]([NH2:18])=[O:19])[n:5][cH:6][n:7]1[CH:8]1[CH:9]([OH:10])[CH:11]([OH:12])[CH:13]([CH2:15][OH:16])[O:14]1. Reactants: CN(CC(=O)NC=1C=CC(=C(C1)NC=1N=C(C2=C(N1)N(C=C2)S(=O)(=O)C2=CC=C(C=C2)C)NC2=C(C(=O)NC)C(=CC=C2)F)OC)C (2-({2-{[5-[(N,N-dimethylglycyl)amino]-2-(methyloxy)phenyl]amino}-7-[(4-methylphenyl)sulfonyl]-7H-pyrrolo[2,3-d]pyrimidin-4-yl}amino)-6-fluoro-N-methylbenzamide), [OH-].[K+] (KOH), C(=O)(O)[O-].[Na+] (NaHCO3), CCOC(=O)C (EtOAc). The solvent is O1CCOCC1 (dioxane). The product is CN(CC(=O)NC=1C=CC(=C(C1)NC1=NC(=C2C(N1)=NC=C2)NC2=C(C(=O)NC)C(=CC=C2)F)OC)C (2-[(2-{[5-[(N,N-dimethylglycyl)amino]-2-(methyloxy)phenyl]amino}-1H-pyrrolo[2,3-d]pyrimidin-4-yl)amino]-6-fluoro-N-methylbenzamide). The yield is 59.2%. RXN SMILES: [CH3:1][N:2]([CH3:47])[CH2:3][C:4]([NH:6][C:7]1[CH:8]=[CH:9][C:10]([O:45][CH3:46])=[C:11]([NH:13][C:14]2[N:15]=[C:16]([NH:33][C:34]3[CH:43]=[CH:42][CH:41]=[C:40]([F:44])[C:35]=3[C:36]([NH:38][CH3:39])=[O:37])[C:17]3[CH:22]=[CH:21][N:20](S(C4C=CC(C)=CC=4)(=O)=O)[C:18]=3[N:19]=2)[CH:12]=1)=[O:5].[OH-].[K+].CCOC(C)=O.C([O-])(O)=O.[Na+]>O1CCOCC1>[CH3:47][N:2]([CH3:1])[CH2:3][C:4]([NH:6][C:7]1[CH:8]=[CH:9][C:10]([O:45][CH3:46])=[C:11]([NH:13][C:14]2[NH:19][C:18]3=[N:20][CH:21]=[CH:22][C:17]3=[C:16]([NH:33][C:34]3[CH:43]=[CH:42][CH:41]=[C:40]([F:44])[C:35]=3[C:36]([NH:38][CH3:39])=[O:37])[N:15]=2)[CH:12]=1)=[O:5] |f:1.2,4.5|. Procedure details: A mixture of 2-({2-{[5-[(N,N-dimethylglycyl)amino]-2-(methyloxy)phenyl]amino}-7-[(4-methylphenyl)sulfonyl]-7H-pyrrolo[2,3-d]pyrimidin-4-yl}amino)-6-fluoro-N-methylbenzamide (485 mg, 0.734 mmol) and a 1M aqueous KOH solution (7.34 mL, 7.34 mmol) in dioxane (20 mL) was heated at 80° C. for 7 h. The resulting mixture was allowed to cool to rt. EtOAc (50 mL) was added, followed by a saturated NaHCO3 solution (50 mL). The organic layer was washed with a saturated NaCl solution (50 mL), concentrated o... The reactants are O (water), C1(=CC=CC2=CC=CC=C12)CC#N (1-naphtylacetonitrile), [Cl-].[NH4+] (ammonium chloride), [N-]=[N+]=[N-].[Na+] (sodium azide). Run in CN(C)C=O (N,N'-dimethylformamide). Reaction conditions: temperature 125 celsius, time 16 hour. Yields the product C1(=CC=CC2=CC=CC=C12)CC1=NN=NN1 (5-(1-Naphtylmethyl)-1H-tetrazole). RXN SMILES: [C:1]1([CH2:11][C:12]#[N:13])[C:10]2[C:5](=[CH:6][CH:7]=[CH:8][CH:9]=2)[CH:4]=[CH:3][CH:2]=1.[Cl-].[NH4+].[N-:16]=[N+:17]=[N-:18].[Na+].O>CN(C=O)C>[C:1]1([CH2:11][C:12]2[NH:18][N:17]=[N:16][N:13]=2)[C:10]2[C:5](=[CH:6][CH:7]=[CH:8][CH:9]=2)[CH:4]=[CH:3][CH:2]=1 |f:1.2,3.4|. Procedure details: A mixture of the above acetonitrile (5.40 g, 32 mmol), ammonium chloride (2.59 g, 48 mmol) and sodium azide (3.15 g, 48 mmol) in N,N'-dimethylformamide (100 ml) was stirred at 125° C. for 16 hours. After cooling the mixture was poured into water (300 ml) and extracted with ethyl acetate (2×150 ml) The combined organic phases were washed with water (100 ml) and evaporated in vacuo. The residue was crystallised from diethyl ether (20 ml), filtered off and washed with diethyl ether affording 1.86 g... The yield is 18.0%. Procedure: Following the procedure of Example 27 (step b), but substituting 2-oxa-5-azabicyclo[2.2.1]heptane for piperazine, 1-(1-(2-(2-Oxa-5-azabicyclo[2.2.1]heptan-5-yl)ethyl)-1H-indazol-5-yl)-4-(benzyloxy)pyridin-2(1H)-one was prepared as a yellow powder: 1H NMR (500 MHz, DMSO-d6) δ 8.02 (s, 1H), 7.66 (d, J=1.6 Hz, 1H), 7.51 (d, J=8.9 Hz, 1H), 7.44-7.35 (m, 6H), 7.29 (d, J=7.4 Hz, 1H), 6.10-6.05 (m, 2H), 5.06 (s, 2H), 4.48 (t, J=6.9 Hz, 2H), 4.36 (s, 1H), 3.95 (d, J=7.8 Hz, 1H), 3.59 (dd, J=7.6, 1.7 Hz,... Reaction SMILES: N1CCNCC1.[CH:7]12[CH2:39][CH:10]([N:11]([CH2:13][CH2:14][N:15]3[C:23]4[C:18](=[CH:19][C:20]([N:24]5[CH:29]=[CH:28][C:27]([O:30][CH2:31][C:32]6[CH:37]=[CH:36][CH:35]=[CH:34][CH:33]=6)=[CH:26][C:25]5=[O:38])=[CH:21][CH:22]=4)[CH:17]=[N:16]3)[CH2:12]1)[CH2:9][O:8]2.[ClH:40]>>[ClH:40].[C@H:7]12[CH2:39][C@H:10]([N:11]([CH2:13][CH2:14][N:15]3[C:23]4[C:18](=[CH:19][C:20]([N:24]5[CH:29]=[CH:28][C:27]([O:30][CH2:31][C:32]6[CH:33]=[CH:34][CH:35]=[CH:36][CH:37]=6)=[CH:26][C:25]5=[O:38])=[CH:21][CH:22]=4)[CH:17]=[N:16]3)[CH2:12]1)[CH2:9][O:8]2 |f:3.4|. The product is Cl.[C@@H]12OC[C@@H](N(C1)CCN1N=CC3=CC(=CC=C13)N1C(C=C(C=C1)OCC1=CC=CC=C1)=O)C2 ((S,S)-1-(1-(2-(2-Oxa-5-azabicyclo[2.2.1]heptan-5-yl)ethyl)-1H-indazol-5-yl)-4-(benzyloxy)pyridin-2(1H)-one hydrochloride). Starting materials: N1CCNCC1 (piperazine), C12OCC(N(C1)CCN1N=CC3=CC(=CC=C13)N1C(C=C(C=C1)OCC1=CC=CC=C1)=O)C2 (1-(1-(2-(2-Oxa-5-azabicyclo[2.2.1]heptan-5-yl)ethyl)-1H-indazol-5-yl)-4-(benzyloxy)pyridin-2(1H)-one), Cl (HCl). Reactants: FC(C(C(=O)OCC)(C)C)=C (Ethyl 3-fluoro-2,2-dimethyl-3-butenoate), BrBr (bromine). The solvent is C(Cl)(Cl)(Cl)Cl (CCl4). Conditions: temperature 0 celsius, time 8 hour. Yields the product Br\C=C(\C(C(=O)O)(C)C)/F ((Z)-4-Bromo-3-fluoro-2,2-dimethyl-3-butenoic acid). The yield is 50.3%. RXN SMILES: [F:1][C:2](=[CH2:11])[C:3]([CH3:10])([CH3:9])[C:4]([O:6]CC)=[O:5].[Br:12]Br>C(Cl)(Cl)(Cl)Cl>[Br:12]/[CH:11]=[C:2](\[F:1])/[C:3]([CH3:10])([CH3:9])[C:4]([OH:6])=[O:5]. Procedure details: Ethyl 3-fluoro-2,2-dimethyl-3-butenoate (14 g) and bromine (11 g) were dissolved in 50 mL of CCl4, and the solution heated at reflux for one hour. The solution was then cooled and concentrated in vacuo. The dibromo ester was taken up in 100 mL of dry THF and stirred at 0° C. while DBU (13 g) was added dropwise. Stirring was continued overnight, allowing the solution to warm to ambient temperature. The dark solution was then poured onto ice and excess 10N HCl, and the product was isolated by extr... Yields the product SC1CN(C1)C=1SCCN1 (3-mercapto-1-(thiazolin-2-yl)azetidine). Reaction SMILES: C[O-].[Na+].CO.C([S:9][CH:10]1[CH2:13][N:12]([C:14]2[S:15][CH2:16][CH2:17][N:18]=2)[CH2:11]1)(=O)C.Cl>CO>[SH:9][CH:10]1[CH2:13][N:12]([C:14]2[S:15][CH2:16][CH2:17][N:18]=2)[CH2:11]1 |f:0.1.2|. Reaction conditions: time 10 minute. Starting materials: C[O-].[Na+].CO (sodium methoxide methanol), C(C)(=O)SC1CN(C1)C=1SCCN1 (3-acetylthio-1-(thiazolin-2-yl)azetidine), Cl (HCl). Reported procedure: 770 mg of 28% sodium methoxide-methanol solution was added to a mixture solution of 862 mg of Compound (18) obtained in the step (b) in 20 ml of anhydrous methanol under ice-cooling and nitrogen gas atmosphere. Then the reaction mixture was stirred for 10 minutes under the same conditions. After reaction, 4 ml of 2N--HCl was added to the reaction mixture and the solvent was removed under reduced pressure to give crude 3-mercapto-1-(thiazolin-2-yl)azetidine [Compound (19)]. Then the crude Compoun... Solvent: CO (methanol).